This data is from the Open Reaction Database (ORD), a public repository of structured organic reaction records. The task is: describe an organic reaction: reactants, conditions, products, and yield Reactants: C7H5BrN2S, CC1=CC=CC2=NSN=C21 (4-methyl-2,1,3-benzothiadiazole), BrN1C(CCC1=O)=O (N-bromosuccinimide), CCCCCC.C(C)(=O)OCC (hexane ethyl acetate). Run in C(Cl)(Cl)(Cl)Cl (carbon tetrachloride). Yields the product BrCC1=CC=CC2=NSN=C21 (4-Bromomethyl-2,1,3-benzothiadiazole). Reaction SMILES: [CH3:1][C:2]1[C:10]2[C:6](=[N:7][S:8][N:9]=2)[CH:5]=[CH:4][CH:3]=1.[Br:11]N1C(=O)CCC1=O.CCCCCC.C(OCC)(=O)C>C(Cl)(Cl)(Cl)Cl>[Br:11][CH2:1][C:2]1[C:10]2[C:6](=[N:7][S:8][N:9]=2)[CH:5]=[CH:4][CH:3]=1 |f:2.3|. Procedure: A mixture of 4-methyl-2,1,3-benzothiadiazole (6.0 g, 40 mmol) and N-bromosuccinimide (7.12 g, 40 mmol) in carbon tetrachloride (80 mL) was refluxed under irradiation with a sunlamp for 8 hours. After cooling with ice-water bath, the succinimide was filtered off and the filtrate was washed with saturated Na2S2O3, brine, dried over Na2SO4. After removal of solvent pure 4-bromomethyl-2,1,3-benzothiadiazole (8.8 g, 96%) was obtained as a light-yellow crystalline powder. Rf=0.45 (hexane/ethyl acetate... Reactants: FC1=CC=C(C=C1)CC1=CN=C2C(=C(C(N(C2=C1)C)=O)C(=O)N[C@H](CO)C)O (7-[(4-fluorophenyl)methyl]-4-hydroxy-N-[(1S)-2-hydroxy-1-methylethyl]-1-methyl-2-oxo-1,2-dihydro-1,5-naphthyridine-3-carboxamide), [OH-].[Na+] (sodium hydroxide), solution. Yields the product FC1=CC=C(C=C1)CC1=CN=C2C(=C(C(N(C2=C1)C)=O)C(=O)N[C@H](CO)C)[O-].[Na+] (sodium 7-[(4-fluorophenyl)methyl]-3-({[(1S)-2-hydroxy-1-methylethyl]amino}carbonyl)-l -methyl-2-oxo-1,2-dihydro-1,5-naphthyridine-4-olate). Yield: 72.0%. RXN SMILES: [F:1][C:2]1[CH:7]=[CH:6][C:5]([CH2:8][C:9]2[CH:18]=[C:17]3[C:12]([C:13]([OH:28])=[C:14]([C:21]([NH:23][C@@H:24]([CH3:27])[CH2:25][OH:26])=[O:22])[C:15](=[O:20])[N:16]3[CH3:19])=[N:11][CH:10]=2)=[CH:4][CH:3]=1.[OH-].[Na+:30]>>[F:1][C:2]1[CH:7]=[CH:6][C:5]([CH2:8][C:9]2[CH:18]=[C:17]3[C:12]([C:13]([O-:28])=[C:14]([C:21]([NH:23][C@@H:24]([CH3:27])[CH2:25][OH:26])=[O:22])[C:15](=[O:20])[N:16]3[CH3:19])=[N:11][CH:10]=2)=[CH:4][CH:3]=1.[Na+:30] |f:1.2,3.4|. Procedure: In a manner similar to that described in example 474, from 7-[(4-fluorophenyl)methyl]-4-hydroxy-N-[(1S)-2-hydroxy-1-methylethyl]-1-methyl-2-oxo-1,2-dihydro-1,5-naphthyridine-3-carboxamide (436 mg, 1.13 mmol described in example 359) and sodium hydroxide (1.08 mL of a 1 N solution) was prepared sodium 7-[(4-fluorophenyl)methyl]-3-({[(1S)-2-hydroxy-1-methylethyl]amino}carbonyl)-l -methyl-2-oxo-1,2-dihydro-1,5-naphthyridine-4-olate (331 mg, 72% yield) as a white solid. 1H NMR (DMSO-d6) δ 10.41 (d, ... The reactants are O=Cc1coc(C(CCCC2CCCCC2)CC(=O)NOCc2ccccc2)n1, C1COCCN1. Yields the product O=C(CC(CCCC1CCCCC1)c1nc(CN2CCOCC2)co1)NOCc1ccccc1. RXN SMILES: [CH2:1]([c:2]1[cH:3][cH:4][cH:5][cH:6][cH:7]1)[O:8][NH:9][C:10]([CH2:11][CH:12]([CH2:13][CH2:14][CH2:15][CH:16]1[CH2:17][CH2:18][CH2:19][CH2:20][CH2:21]1)[c:22]1[o:23][cH:24][c:25]([CH:27]=[O:28])[n:26]1)=[O:29].[CH2:30]1[CH2:31][O:32][CH2:33][CH2:34][NH:35]1>>[CH2:1]([c:2]1[cH:3][cH:4][cH:5][cH:6][cH:7]1)[O:8][NH:9][C:10]([CH2:11][CH:12]([CH2:13][CH2:14][CH2:15][CH:16]1[CH2:17][CH2:18][CH2:19][CH2:20][CH2:21]1)[c:22]1[o:23][cH:24][c:25]([CH2:27][N:35]2[CH2:30][CH2:31][O:32][CH2:33][CH2:34]2)[n:26]1)=[O:29]. Reactants: CC(=O)C.OS(=O)(=O)O.O=[Cr](=O)=O (Jones reagent), CON=C(CO)C1=C(C=CC=C1)Cl (2'-chloro-2-hydroxyacetophenone O-methyloxime), O (water), C(C)(C)O (isopropanol). Solvent: CC(=O)C (acetone). The product is CON=C(C(=O)O)C1=C(C=CC=C1)Cl (α-Methoxyimino-2-chlorophenylacetic acid). The yield is 75.0%. RXN SMILES: CC(C)=[O:3].OS(O)(=O)=O.O=[Cr](=O)=O.[CH3:14][O:15][N:16]=[C:17]([C:20]1[CH:25]=[CH:24][CH:23]=[CH:22][C:21]=1[Cl:26])[CH2:18][OH:19].C(O)(C)C.O>CC(C)=O>[CH3:14][O:15][N:16]=[C:17]([C:20]1[CH:25]=[CH:24][CH:23]=[CH:22][C:21]=1[Cl:26])[C:18]([OH:3])=[O:19] |f:0.1.2|. Procedure: 10 ml of Jones reagent (chromic anhydride in dilute sulfuric acid) were added to a solution in acetone of 0.40 g of 2'-chloro-2-hydroxyacetophenone O-methyloxime (the less polar isomer prepared above). The resulting mixture was stirred at room temperature for an hour and then 10 ml of isopropanol were added to it with ice-cooling. The reaction mixture was poured into 100 ml of water and extracted three times with 10 ml portions of ethyl acetate. The combined extracts were washed with a saturated...